This data is from the Open Reaction Database (ORD), a public repository of structured organic reaction records. The task is: describe an organic reaction: reactants, conditions, products, and yield Starting materials: solution, [H-].[Al+3].[Li+].[H-].[H-].[H-] (lithium aluminium hydride), O (Water), NC1=C(C#N)C=C(C=C1)Cl (2-Amino-5-chloro-benzonitrile), ice. Solvent: O1CCCC1 (tetrahydrofuran), O1CCCC1 (tetrahydrofuran). Reaction conditions: time 18 hour. The product is NCC1=C(C=CC(=C1)Cl)N (2-Aminomethyl-4-chloro-phenylamine). Yield: 49.3%. RXN SMILES: [NH2:1][C:2]1[CH:9]=[CH:8][C:7]([Cl:10])=[CH:6][C:3]=1[C:4]#[N:5].[H-].[Al+3].[Li+].[H-].[H-].[H-].O>O1CCCC1>[NH2:5][CH2:4][C:3]1[CH:6]=[C:7]([Cl:10])[CH:8]=[CH:9][C:2]=1[NH2:1] |f:1.2.3.4.5.6|. Procedure: 2-Amino-5-chloro-benzonitrile (9.0 g, 59 mmol) in tetrahydrofuran (100 ml) was added dropwise to an ice cooled 1 molar solution of lithium aluminium hydride (100 ml) in tetrahydrofuran and the reaction mixture was stirred at room temperature for 18 hours. Water (10 ml) was added dropwise. The resulting emulsion was dried over magnesium sulphate, filtered and evaporated under reduced pressure to give the title compound as a white solid (4.56 g). The reactants are O=C(Cl)c1ccccc1, CCCOC(=O)CN(c1ccc2c(c1)nc(CNc1ccc(C(=N)N)cc1)n2C)S(=O)(=O)c1cccc2cccnc12. Yields the product CCCOC(=O)CN(c1ccc2c(c1)nc(CNc1ccc(C(=N)NC(=O)c3ccccc3)cc1)n2C)S(=O)(=O)c1cccc2cccnc12. Reaction SMILES: [C:43]([c:44]1[cH:45][cH:46][cH:47][cH:48][cH:49]1)(=[O:50])[Cl:51].[CH3:1][n:2]1[c:3]([CH2:32][NH:33][c:34]2[cH:35][cH:36][c:37]([C:40]([NH2:41])=[NH:42])[cH:38][cH:39]2)[n:4][c:5]2[c:6]1[cH:7][cH:8][c:9]([N:11]([CH2:12][C:13](=[O:14])[O:15][CH2:16][CH2:17][CH3:18])[S:19](=[O:20])(=[O:21])[c:22]1[cH:23][cH:24][cH:25][c:26]3[cH:27][cH:28][cH:29][n:30][c:31]13)[cH:10]2>>[CH3:1][n:2]1[c:3]([CH2:32][NH:33][c:34]2[cH:35][cH:36][c:37]([C:40](=[NH:41])[NH:42][C:43]([c:44]3[cH:45][cH:46][cH:47][cH:48][cH:49]3)=[O:50])[cH:38][cH:39]2)[n:4][c:5]2[c:6]1[cH:7][cH:8][c:9]([N:11]([CH2:12][C:13](=[O:14])[O:15][CH2:16][CH2:17][CH3:18])[S:19](=[O:20])(=[O:21])[c:22]1[cH:23][cH:24][cH:25][c:26]3[cH:27][cH:28][cH:29][n:30][c:31]13)[cH:10]2.